From a dataset of the Open Reaction Database (ORD), a public repository of structured organic reaction records. describe an organic reaction: reactants, conditions, products, and yield The reactants are [BH3-]C#N, CC(C)(C)OC(=O)N1CCC(=NN2CCN(C(=O)OCc3ccccc3)CC2=O)CC1, CC(=O)O, CO, [Na+]. The product is CC(C)(C)OC(=O)N1CCC(NN2CCN(C(=O)OCc3ccccc3)CC2=O)CC1. Reaction SMILES: [C:36]([BH3-:37])#[N:38].[CH2:1]([c:2]1[cH:3][cH:4][cH:5][cH:6][cH:7]1)[O:8][C:9](=[O:10])[N:11]1[CH2:12][C:13](=[O:31])[N:14]([N:17]=[C:18]2[CH2:19][CH2:20][N:21]([C:24](=[O:25])[O:26][C:27]([CH3:28])([CH3:29])[CH3:30])[CH2:22][CH2:23]2)[CH2:15][CH2:16]1.[CH3:32][C:33](=[O:34])[OH:35].[CH3:40][OH:41].[Na+:39]>>[CH2:1]([c:2]1[cH:3][cH:4][cH:5][cH:6][cH:7]1)[O:8][C:9](=[O:10])[N:11]1[CH2:12][C:13](=[O:31])[N:14]([NH:17][CH:18]2[CH2:19][CH2:20][N:21]([C:24](=[O:25])[O:26][C:27]([CH3:28])([CH3:29])[CH3:30])[CH2:22][CH2:23]2)[CH2:15][CH2:16]1. Reactants: NC[C@@H](COC1=C(C=C(C=C1C)C1=NC(=NO1)C1=CC(=NC(=C1)OC)C1CCCC1)CC)O ((2S)-1-amino-3-{4-[3-(2-cyclopentyl-6-methoxy-pyridin-4-yl)-[1,2,4]oxadiazol-5-yl]-2-ethyl-6-methyl-phenoxy}-propan-2-ol), C(CO)(=O)O (glycolic acid), CCN(C(C)C)C(C)C (DIPEA), CN(C)C(=[N+](C)C)ON1C2=C(C=CC=C2)N=N1.[B-](F)(F)(F)F (TBTU). The solvent is CN(C)C=O (DMF), CC(OCC)=O (EA). Run at time 1 hour. The product is C1(CCCC1)C1=NC(=CC(=C1)C1=NOC(=N1)C1=CC(=C(OC[C@H](CNC(CO)=O)O)C(=C1)C)CC)OC (N-((2S)-3-{4-[3-(2-Cyclopentyl-6-methoxy-pyridin-4-yl)-[1,2,4]oxadiazol-5-yl]-2-ethyl-6-methyl-phenoxy}-2-hydroxy-propyl)-2-hydroxy-acetamide). Yield: 57.9%. Reaction SMILES: [NH2:1][CH2:2][C@H:3]([OH:33])[CH2:4][O:5][C:6]1[C:11]([CH3:12])=[CH:10][C:9]([C:13]2[O:17][N:16]=[C:15]([C:18]3[CH:23]=[C:22]([O:24][CH3:25])[N:21]=[C:20]([CH:26]4[CH2:30][CH2:29][CH2:28][CH2:27]4)[CH:19]=3)[N:14]=2)=[CH:8][C:7]=1[CH2:31][CH3:32].[C:34](O)(=[O:37])[CH2:35][OH:36].CCN(C(C)C)C(C)C.CN(C(ON1N=NC2C=CC=CC1=2)=[N+](C)C)C.[B-](F)(F)(F)F>CN(C=O)C.CC(=O)OCC>[CH:26]1([C:20]2[CH:19]=[C:18]([C:15]3[N:14]=[C:13]([C:9]4[CH:10]=[C:11]([CH3:12])[C:6]([O:5][CH2:4][C@@H:3]([OH:33])[CH2:2][NH:1][C:35](=[O:36])[CH2:34][OH:37])=[C:7]([CH2:31][CH3:32])[CH:8]=4)[O:17][N:16]=3)[CH:23]=[C:22]([O:24][CH3:25])[N:21]=2)[CH2:30][CH2:29][CH2:28][CH2:27]1 |f:3.4|. Procedure details: To a solution of (2S)-1-amino-3-{4-[3-(2-cyclopentyl-6-methoxy-pyridin-4-yl)-[1,2,4]oxadiazol-5-yl]-2-ethyl-6-methyl-phenoxy}-propan-2-ol (100 mg, 220 μmol), glycolic acid (22 mg, 289 μmol) and DIPEA (86 mg, 666 μmol) in DMF (3 mL), TBTU (93 mg, 289 μmol) is added. The mixture is stirred at rt for 1 h before it is diluted with EA (50 mL) and washed with sat. aq. NaHCO3 solution (20 mL) followed by brine (20 mL). The org. extract is dried over MgSO4, filtered and concentrated. The crude product i... The reactants are alcohol, menthyl halogen, CCl (methyl chloride), C1(CC(C(CC1)C(C)C)Br)C (menthyl bromide), C1(CC(C(CC1)C(C)C)I)C (menthyl iodide), [K].NC=1C=C(C(C(=O)[O-])=CC1)O (potassium p-aminosalicylate), alkali metal salt, NC=1C=C(C(C(=O)O)=CC1)O (para-aminosalicylic acid), [Na].NC=1C=C(C(C(=O)[O-])=CC1)O (sodium p-aminosalicylate), [Li].NC=1C=C(C(C(=O)[O-])=CC1)O (lithium p-aminosalicylate). The reagents and catalysts are [OH-].[Ag+] (silver hydroxide). Run at temperature 50 celsius. The product is C1(CC(C(CC1)C(C)C)OC(C=1C(O)=CC(=CC1)N)=O)C (menthyl-para-aminosalicylate). Reaction SMILES: [NH2:1][C:2]1[CH:3]=[C:4]([OH:11])[C:5](=[CH:9][CH:10]=1)[C:6]([OH:8])=[O:7].[Na].NC1C=C(O)C(=CC=1)C([O-])=O.[K].NC1C=C(O)C(=CC=1)C([O-])=O.[Li].NC1C=C(O)C(=CC=1)C([O-])=O.CCl.[CH:50]1([CH3:60])[CH2:55][CH2:54][CH:53]([CH:56]([CH3:58])[CH3:57])[CH:52](Br)[CH2:51]1.C1(C)CCC(C(C)C)C(I)C1>[OH-].[Ag+]>[CH:50]1([CH3:60])[CH2:55][CH2:54][CH:53]([CH:56]([CH3:58])[CH3:57])[CH:52]([O:7][C:6](=[O:8])[C:5]2[C:4](=[CH:3][C:2]([NH2:1])=[CH:10][CH:9]=2)[OH:11])[CH2:51]1 |f:1.2,3.4,5.6,10.11,^1:11,23,35|. Procedure: One-tenth mol of an alkali metal salt of para-aminosalicylic acid as for example, sodium-p-aminosalicylate, potassium-p-aminosalicylate or lithium-p-aminosalicylate, is dissolved in 300 ml. of alcohol and to this is added exactly one-tenth mol of a menthyl halogen salt as for example, methyl chloride, menthyl bromide or menthyl iodide. The mixture is stirred and 0.5 gms. of freshly precipitated silver hydroxide is added as a catalyst. The mixture is warmed to 50° C. for a period of at least two ... The reactants are O1C(=NC2=C1C=CC=C2)N(C)CCOC2=CC=C(C=C2)CC(C(=O)OC)Cl (methyl 3-[4-[2-[N-(2-benzoxazolyl)-N-methylamino]ethoxy]phenyl]-2-chloropropanoate), COC1=CC=C(C=C1)S (4-methoxythiophenol). Yields the product O1C(=NC2=C1C=CC=C2)N(C)CCOC2=CC=C(C=C2)CC(C(=O)OC)SC2=CC=C(C=C2)OC (Methyl 3-[4-[2-[N-(2-benzoxazolyl)-N-methylamino]ethoxy]phenyl]-2-(4-methoxyphenylthio)propanoate). Reaction SMILES: [O:1]1[C:5]2[CH:6]=[CH:7][CH:8]=[CH:9][C:4]=2[N:3]=[C:2]1[N:10]([CH2:12][CH2:13][O:14][C:15]1[CH:20]=[CH:19][C:18]([CH2:21][CH:22](Cl)[C:23]([O:25][CH3:26])=[O:24])=[CH:17][CH:16]=1)[CH3:11].[CH3:28][O:29][C:30]1[CH:35]=[CH:34][C:33]([SH:36])=[CH:32][CH:31]=1>>[O:1]1[C:5]2[CH:6]=[CH:7][CH:8]=[CH:9][C:4]=2[N:3]=[C:2]1[N:10]([CH2:12][CH2:13][O:14][C:15]1[CH:20]=[CH:19][C:18]([CH2:21][CH:22]([S:36][C:33]2[CH:34]=[CH:35][C:30]([O:29][CH3:28])=[CH:31][CH:32]=2)[C:23]([O:25][CH3:26])=[O:24])=[CH:17][CH:16]=1)[CH3:11]. Reported procedure: The title compound was prepared as a gum from methyl 3-[4-[2-[N-(2-benzoxazolyl)-N-methylamino]ethoxy]phenyl]-2-chloropropanoate and 4-methoxythiophenol by a procedure similar to that described in Example 23.